From a dataset of the Open Reaction Database (ORD), a public repository of structured organic reaction records. describe an organic reaction: reactants, conditions, products, and yield Run at temperature 100 celsius, time 1 hour. As a reaction SMILES: Cl[C:2]1[C:7]([N+:8]([O-:10])=[O:9])=[CH:6][CH:5]=[CH:4][N:3]=1.O.[NH2:12][C:13]1[CH:14]=[C:15]([B:19]([OH:21])[OH:20])[CH:16]=[CH:17][CH:18]=1.[C:22](=O)([O-])[O-:23].[Na+].[Na+].CN(C=O)C>C(OCC)(=O)C>[N+:8]([C:7]1[C:2]([N:12]([CH:22]=[O:23])[C:13]2[CH:14]=[C:15]([B:19]([OH:21])[OH:20])[CH:16]=[CH:17][CH:18]=2)=[N:3][CH:4]=[CH:5][CH:6]=1)([O-:10])=[O:9] |f:1.2,3.4.5|. Yields the product [N+](=O)([O-])C=1C(=NC=CC1)N(C=1C=C(C=CC1)B(O)O)C=O (N-(3-Nitro-2-pyridyl)-N-formyl-3-aminophenylboronic acid). Solvent: C(C)(=O)OCC (ethyl acetate). Procedure details: . A mixture of 2-chloro-3-nitropyridine (5.0 g, 32.2 mmol), 3-aminophenylboronic acid monohydrate (5.11 g, 32.2 mmol), sodium carbonate (13.7 g, 32.2 mmol), and DMF (100 ml) was stirred at 100° C. for 1 h. After cooling to room temperature, ethyl acetate (500 ml) was added and the solids were filtered off. The solution was transferred to a separatory funnel and washed with aqueous hydrochloric acid (3×200 ml, 1M). The organic phase was dried and the solvent removed. Yield 6.5 g, mp 242°-245° C. The reactants are ClC1=NC=CC=C1[N+](=O)[O-] (2-chloro-3-nitropyridine), O.NC=1C=C(C=CC1)B(O)O (3-aminophenylboronic acid monohydrate), C([O-])([O-])=O.[Na+].[Na+] (sodium carbonate), CN(C)C=O (DMF). Reactants: CN(C=C(C(=O)OCC)[N+]#[C-])C (Ethyl 3-(dimethylamino)-2-isocyanoacrylate), [Si](C)(C)(C(C)(C)C)O[C@@H]1CC[C@H](CC1)N (trans-4-{[tert-butyl(dimethyl)silyl]oxy}cyclohexylamine), [Cl-].[NH4+] (ammonium chloride). Solvent: C(C)OCC (diethyl ether), S(=O)(=O)([O-])[O-].[Na+].[Na+] (sodium sulfate), O1CCCC1 (tetrahydrofuran). Conditions: temperature 85 celsius, time 12 hour. Yields the product [Si](C)(C)(C(C)(C)C)O[C@@H]1CC[C@H](CC1)N1C=NC(=C1)CO ([1-(trans-4-{[tert-Butyl(dimethyl)silyl]oxy}cyclohexyl)-1H-imidazol-4-yl]methanol). The yield is 46.9%. As a reaction SMILES: C[N:2]([CH3:12])[CH:3]=[C:4]([N+:10]#[C-:11])[C:5]([O:7]CC)=O.[Si:13]([O:20][C@H:21]1[CH2:26][CH2:25][C@H](N)[CH2:23][CH2:22]1)([C:16]([CH3:19])([CH3:18])[CH3:17])([CH3:15])[CH3:14].[Cl-].[NH4+]>O1CCCC1.C(OCC)C.S([O-])([O-])(=O)=O.[Na+].[Na+]>[Si:13]([O:20][C@H:21]1[CH2:26][CH2:25][C@H:12]([N:2]2[CH:3]=[C:4]([CH2:5][OH:7])[N:10]=[CH:11]2)[CH2:23][CH2:22]1)([C:16]([CH3:17])([CH3:18])[CH3:19])([CH3:14])[CH3:15] |f:2.3,6.7.8|. Procedure details: Ethyl 3-(dimethylamino)-2-isocyanoacrylate (300 mg) and trans-4-{[tert-butyl(dimethyl)silyl]oxy}cyclohexylamine (Synthetic Communications, 1990, Vol. 20, p. 1073) (1.02 g) were mixed and stirred at 85° C. for 12 hours. To the reaction solution, saturated aqueous ammonium chloride was added, and organic matter was extracted with ethyl acetate. The organic layer was dried over anhydrous sodium sulfate and filtered, and the solvent was distilled off under reduced pressure. The residue was purified ... The reactants are C=CCC1(S(=O)(=O)Nc2c(Nc3ccc(I)cc3F)c(C)c(=O)n3c2OCC3)CC1, [O-][I+3]([O-])([O-])[O-], [Na+], C1COCCO1, O, O=[Os](=O)(=O)=O, Cc1cccc(C)n1. The product is Cc1c(Nc2ccc(I)cc2F)c(NS(=O)(=O)C2(CC=O)CC2)c2n(c1=O)CCO2. As a reaction SMILES: [F:15][c:16]1[c:17]([NH:23][c:24]2[c:25]([NH:35][S:36](=[O:37])(=[O:38])[C:39]3([CH2:42][CH:43]=[CH2:44])[CH2:40][CH2:41]3)[c:26]3[n:27]([c:28](=[O:31])[c:29]2[CH3:30])[CH2:32][CH2:33][O:34]3)[cH:18][cH:19][c:20]([I:22])[cH:21]1.[I+3:9]([O-:10])([O-:11])([O-:12])[O-:13].[Na+:14].[O:45]1[CH2:46][CH2:47][O:48][CH2:49][CH2:50]1.[OH2:51].[Os:52](=[O:53])(=[O:54])(=[O:55])=[O:56].[n:1]1[c:2]([CH3:3])[cH:4][cH:5][cH:6][c:7]1[CH3:8]>>[O:10]=[CH:43][CH2:42][C:39]1([S:36]([NH:35][c:25]2[c:24]([NH:23][c:17]3[c:16]([F:15])[cH:21][c:20]([I:22])[cH:19][cH:18]3)[c:29]([CH3:30])[c:28](=[O:31])[n:27]3[c:26]2[O:34][CH2:33][CH2:32]3)(=[O:37])=[O:38])[CH2:40][CH2:41]1. The reactants are COc1cncc(Br)c1, CC(C)(C)OC(=O)N1CC2CC1CN2. The product is COc1cncc(N2CC3CC2CN3C(=O)OC(C)(C)C)c1. RXN SMILES: [Br:15][c:16]1[cH:17][n:18][cH:19][c:20]([O:22][CH3:23])[cH:21]1.[CH:1]12[N:2]([C:8](=[O:9])[O:10][C:11]([CH3:12])([CH3:13])[CH3:14])[CH2:3][CH:4]([NH:5][CH2:6]1)[CH2:7]2>>[CH:1]12[N:2]([C:8](=[O:9])[O:10][C:11]([CH3:12])([CH3:13])[CH3:14])[CH2:3][CH:4]([N:5]([c:16]3[cH:17][n:18][cH:19][c:20]([O:22][CH3:23])[cH:21]3)[CH2:6]1)[CH2:7]2. Reactants: C(C)(=O)OCC (Ethyl acetate), aqueous solution, [OH-].[Na+] (sodium hydroxide), ClC1=CC(=NC=C1)C(=O)OC(C)C (2-Propyl 4-chloropyridine-2-carboxylate), [N+](=O)([O-])C1=CC=C(C=C1)O (4-Nitrophenol), [N+](=O)([O-])C1=CC=C(C=C1)O (4-Nitrophenol). Solvent: ClC1=CC=CC=C1 (chlorobenzene). Reaction conditions: temperature 120 celsius, time 23 hour. The product is [N+](=O)([O-])C1=CC=C(OC2=CC(=NC=C2)C(=O)OC(C)C)C=C1 (2-Propyl 4-(4-nitrophenoxy)pyridine-2-carboxylate). The yield is 45.3%. Reaction SMILES: Cl[C:2]1[CH:7]=[CH:6][N:5]=[C:4]([C:8]([O:10][CH:11]([CH3:13])[CH3:12])=[O:9])[CH:3]=1.[N+:14]([C:17]1[CH:22]=[CH:21][C:20]([OH:23])=[CH:19][CH:18]=1)([O-:16])=[O:15].C(OCC)(=O)C.[OH-].[Na+]>ClC1C=CC=CC=1>[N+:14]([C:17]1[CH:22]=[CH:21][C:20]([O:23][C:2]2[CH:7]=[CH:6][N:5]=[C:4]([C:8]([O:10][CH:11]([CH3:13])[CH3:12])=[O:9])[CH:3]=2)=[CH:19][CH:18]=1)([O-:16])=[O:15] |f:3.4|. Procedure details: 2-Propyl 4-chloropyridine-2-carboxylate (3.13 g) was dissolved in chlorobenzene (9.5 ml). 4-Nitrophenol (3.28 g) was added thereto, followed by stirring at 120° C. for 23 hr. 4-Nitrophenol (1.09 g) was added thereto, followed by stirring at 120° C. for 3 hr. The reaction mixture was allowed to cool down to room temperature. Ethyl acetate (50 ml) and a 1N aqueous solution of sodium hydroxide (50 ml) were added to the reaction mixture and stirred. Insoluble matter was precipitated, which was disso... Reactants: CC=1C=C(C(=O)C2=CC=C(C=C2)OC)C=CC1 (3-Methyl-[4'-methoxy]-benzophenone), C(C1=CC=CC=C1)(=O)OOC(C1=CC=CC=C1)=O (benzoyl peroxide), BrBr (bromine), petrolether-ethylacetate. Solvent: C(CBr)Br (ethylene bromide), C(CBr)Br (ethylene bromide). Run at time 17 hour. Product: material, BrCC=1C=C(C(=O)C2=CC=C(C=C2)OC)C=CC1 (3-Bromomethyl-[4'-methoxy]-benzophenone). Isolated yield 60.8%. RXN SMILES: [CH3:1][C:2]1[CH:3]=[C:4]([CH:15]=[CH:16][CH:17]=1)[C:5]([C:7]1[CH:12]=[CH:11][C:10]([O:13][CH3:14])=[CH:9][CH:8]=1)=[O:6].C(OOC(=O)C1C=CC=CC=1)(=O)C1C=CC=CC=1.[Br:36]Br>C(Br)CBr>[Br:36][CH2:1][C:2]1[CH:3]=[C:4]([CH:15]=[CH:16][CH:17]=1)[C:5]([C:7]1[CH:12]=[CH:11][C:10]([O:13][CH3:14])=[CH:9][CH:8]=1)=[O:6]. Reported procedure: A solution of the benzophenone (17.5 g, 77.4 mmole) of Step A in ethylene bromide (26.5 mL) (containing a small amount of benzoyl peroxide) is heated at reflux. A solution of bromine (12.7 g, 79.6 mmole) in ethylene bromide (15 mL) is added dropwise over 30 minutes while the mixture is irradiated with a Photolamp (300 W). Reflux is continued for 17 hours (TLC, 9:1 petrolether-ethylacetate, traces of starting material still present). The solvent is removed in vacuo and the residue (brown oil, 39.... Starting materials: COC=1C=CC2=C(OC3(CC3)C2=O)C1 (6-Methoxyspiro[benzo[b]furan-2(3H),1'-cyclopropane]-3-one), ice water, C(C)(=O)OC(C)=O (acetic anhydride), [N+](=O)(O)[O-] (nitric acid). Solvent: C(C)(=O)O (acetic acid). Conditions: time 30 minute. Product: COC=1C(=CC2=C(OC3(CC3)C2=O)C1)[N+](=O)[O-] (6-methoxy-5-nitrospiro[benzo[b]furan-2(3H), 1'-cyclopropane]-3-one). Reaction SMILES: [CH3:1][O:2][C:3]1[CH:4]=[CH:5][C:6]2[C:12](=[O:13])[C:9]3([CH2:11][CH2:10]3)[O:8][C:7]=2[CH:14]=1.C(OC(=O)C)(=O)C.[N+:22]([O-])([OH:24])=[O:23]>C(O)(=O)C>[CH3:1][O:2][C:3]1[C:4]([N+:22]([O-:24])=[O:23])=[CH:5][C:6]2[C:12](=[O:13])[C:9]3([CH2:10][CH2:11]3)[O:8][C:7]=2[CH:14]=1. Reported procedure: 5.4 g. of 6-Methoxyspiro[benzo[b]furan-2(3H),1'-cyclopropane]-3-one was dissolved in a mixture of 25 ml. of acetic anhydride and 7 ml. of glacial acetic acid. While keeping the reaction temperature at 10°-15° C., 3 ml. of fuming nitric acid (d=1.52) was added dropwise to the mixture. After stirring for 30 minutes, the reaction mixture was poured into ice-water. The resulting precipitates were collected by filtration, washed with water and recrystallized from ethanol. By the above procedure, ther... The reactants are NC(C(C)C)C(=O)O ((dl)-valine), C12C3C(C(C=C1)CC2)C(=O)OC3=O (bicyclo[2.2.2]oct-5-en-2,3-dicarboxylic anhydride), C(=O)([O-])[O-].[K+].[K+] (K2CO3). Solvent: O (H2O), O (H2O). Product: C(=O)(O)C(C(C)C)N1C(=O)C2C3C=CC(C2C1=O)CC3 (N-(1'-carboxy-2'-methylpropyl)-bicyclo[2.2.2]oct-5-en-2,3-dicarboximide). Isolated yield 55.0%. RXN SMILES: [CH:1]12[CH2:8][CH2:7][CH:4]([CH:5]=[CH:6]1)[CH:3]1[C:9]([O:11][C:12](=[O:13])[CH:2]21)=O.[NH2:14][CH:15]([C:19]([OH:21])=[O:20])[CH:16]([CH3:18])[CH3:17].C([O-])([O-])=O.[K+].[K+]>O>[C:19]([CH:15]([N:14]1[C:12](=[O:13])[CH:2]2[CH:3]([CH:4]3[CH2:7][CH2:8][CH:1]2[CH:6]=[CH:5]3)[C:9]1=[O:11])[CH:16]([CH3:18])[CH3:17])([OH:21])=[O:20] |f:2.3.4|. Procedure details: To a suspension of bicyclo[2.2.2]oct-5-en-2,3-dicarboxylic anhydride (2.01 g, 11.3 mmol) in H2O (25 mL) was added (dl)-valine (1.58 g, 13.5 mmol) and a solution of K2CO3 (934 mg, 6.8 mmol) in H2O (3 mL). The mixture was heated to reflux temperature and allowed to react for 4 hrs. After cooling to room temperature, the mixture was washed with EtOAc, acidified with conc. HCl until the pH reached 1 and extracted with EtOAc. The organic layer was washed with 5% HCl followed by brine and then dried o... The reactants are [BH4-], COc1ccc(-c2ccc(C=NCc3ccccc3)cc2)cc1Br, CCO, Cl, [Na+]. Yields the product COc1ccc(-c2ccc(CNCc3ccccc3)cc2)cc1Br, Cl. As a reaction SMILES: [BH4-:25].[CH2:1]([c:2]1[cH:3][cH:4][cH:5][cH:6][cH:7]1)[N:8]=[CH:9][c:10]1[cH:11][cH:12][c:13](-[c:16]2[cH:17][c:18]([Br:24])[c:19]([O:22][CH3:23])[cH:20][cH:21]2)[cH:14][cH:15]1.[CH3:28][CH2:29][OH:30].[ClH:27].[Na+:26]>>[CH2:1]([c:2]1[cH:3][cH:4][cH:5][cH:6][cH:7]1)[NH:8][CH2:9][c:10]1[cH:11][cH:12][c:13](-[c:16]2[cH:17][c:18]([Br:24])[c:19]([O:22][CH3:23])[cH:20][cH:21]2)[cH:14][cH:15]1.[ClH:27]. Reactants: CC(C)(C)C(=O)CBr, O=C([O-])[O-], c1ccc(CNCc2ccccc2)cc1, CC#N, [K+], [K+]. Product: CC(C)(C)C(=O)CN(Cc1ccccc1)Cc1ccccc1. RXN SMILES: [Br:22][CH2:23][C:24]([C:25]([CH3:26])([CH3:27])[CH3:28])=[O:29].[C:16](=[O:17])([O-:18])[O-:19].[CH2:1]([c:2]1[cH:3][cH:4][cH:5][cH:6][cH:7]1)[NH:8][CH2:9][c:10]1[cH:11][cH:12][cH:13][cH:14][cH:15]1.[CH3:30][C:31]#[N:32].[K+:20].[K+:21]>>[CH2:1]([c:2]1[cH:3][cH:4][cH:5][cH:6][cH:7]1)[N:8]([CH2:9][c:10]1[cH:11][cH:12][cH:13][cH:14][cH:15]1)[CH2:23][C:24]([C:25]([CH3:26])([CH3:27])[CH3:28])=[O:29].